Dataset: the Open Reaction Database (ORD), a public repository of structured organic reaction records. Task: describe an organic reaction: reactants, conditions, products, and yield Reactants: Cl (HCl), FC(C1=C(C=CC(=C1)C(F)(F)F)Br)(F)F (2,4-Bis-trifluoromethylbromobenzene), OC=1C=C(C(=O)O)C=CC1 (3-hydroxybenzoic acid), C([O-])([O-])=O.[K+].[K+] (potassium carbonate). The solvent is CCOCC (ether), CS(=O)C (dimethylsulphoxide), petroleum, O (water), C1(=CC=CC=C1)C (toluene). The product is FC(C1=C(OC=2C=CC=C(C(=O)O)C2)C=CC(=C1)C(F)(F)F)(F)F (5-(2,4-bis-trifluoromethylphenoxy)benzoic acid). Isolated yield 7.1%. RXN SMILES: [F:1][C:2]([F:15])([F:14])[C:3]1[CH:8]=[C:7]([C:9]([F:12])([F:11])[F:10])[CH:6]=[CH:5][C:4]=1Br.[OH:16][C:17]1[CH:18]=[C:19]([CH:23]=[CH:24][CH:25]=1)[C:20]([OH:22])=[O:21].C(=O)([O-])[O-].[K+].[K+].Cl>CS(C)=O.C1(C)C=CC=CC=1.CCOCC.O>[F:1][C:2]([F:15])([F:14])[C:3]1[CH:8]=[C:7]([C:9]([F:12])([F:11])[F:10])[CH:6]=[CH:5][C:4]=1[O:16][C:17]1[CH:25]=[CH:24][CH:23]=[C:19]([CH:18]=1)[C:20]([OH:22])=[O:21] |f:2.3.4|. Procedure: 2,4-Bis-trifluoromethylbromobenzene (5.86 g prepared by treatment of 2,4-di-carboxybromobenzene with hydrogen fluoride and sulphur tetrafluoride), 3-hydroxybenzoic acid (2.76 g) and anhydrous potassium carbonate (5.52 g) were heated in dimethylsulphoxide (5 ml) to 125°-130° for 14 hours. The mixture was cooled and poured into ice and water (500 ml). The mixture was acidified (HCl) and extracted with ether (300 ml). The extract was washed with water (2×300 ml), dried (MgSO4), and evaporated to gi... The reactants are COC(=O)c1cc(Cl)c(OC)cc1OC, Cl, [Na+], C1CCOC1, [OH-]. Yields the product COc1cc(OC)c(C(=O)O)cc1Cl. RXN SMILES: [Cl:1][c:2]1[c:3]([O:14][CH3:15])[cH:4][c:5]([O:12][CH3:13])[c:6]([C:7](=[O:8])[O:9][CH3:10])[cH:11]1.[ClH:18].[Na+:17].[O:19]1[CH2:20][CH2:21][CH2:22][CH2:23]1.[OH-:16]>>[Cl:1][c:2]1[c:3]([O:14][CH3:15])[cH:4][c:5]([O:12][CH3:13])[c:6]([C:7](=[O:8])[OH:9])[cH:11]1. Reactants: O=C([O-])[O-], COC(=O)c1ccc(Cl)nc1, Cc1nnn(-c2ccc(F)cc2)c1-c1c[nH]cn1, [K+], [K+], CN(C)C=O, O. Product: COC(=O)c1ccc(-n2cnc(-c3c(C)nnn3-c3ccc(F)cc3)c2)nc1. As a reaction SMILES: [C:30](=[O:31])([O-:32])[O-:33].[Cl:19][c:20]1[n:21][cH:22][c:23]([C:24](=[O:25])[O:26][CH3:27])[cH:28][cH:29]1.[F:1][c:2]1[cH:3][cH:4][c:5](-[n:8]2[n:9][n:10][c:11]([CH3:18])[c:12]2-[c:13]2[n:14][cH:15][nH:16][cH:17]2)[cH:6][cH:7]1.[K+:34].[K+:35].[O:37]=[CH:38][N:39]([CH3:40])[CH3:41].[OH2:36]>>[F:1][c:2]1[cH:3][cH:4][c:5](-[n:8]2[n:9][n:10][c:11]([CH3:18])[c:12]2-[c:13]2[n:14][cH:15][n:16](-[c:20]3[n:21][cH:22][c:23]([C:24](=[O:25])[O:26][CH3:27])[cH:28][cH:29]3)[cH:17]2)[cH:6][cH:7]1.